Dataset: the Open Reaction Database (ORD), a public repository of structured organic reaction records. Task: describe an organic reaction: reactants, conditions, products, and yield Reactants: BrC=1C=2C3=C(C(NC2C(=CC1OC)C)=O)SC=C3 (9-bromo-8-methoxy-6-methylthieno[2,3-c]quinolin-4(5H)-one), CC(CNC(OC(C)(C)C)=O)(C)C1=CC=C(C=C1)B1OC(C(O1)(C)C)(C)C (tert-butyl 2-methyl-2-(4-(4,4,5,5-tetramethyl-1,3,2-dioxaborolan-2-yl)phenyl)propylcarbamate). The product is COC1=C(C=2C3=C(C(NC2C(=C1)C)=O)SC=C3)C3=CC=C(C=C3)C(CNC(OC(C)(C)C)=O)(C)C (tert-Butyl 2-(4-(8-methoxy-6-methyl-4-oxo-4,5-dihydrothieno[2,3-c]quinolin-9-yl)phenyl)-2-methylpropylcarbamate). The yield is 31.1%. As a reaction SMILES: Br[C:2]1[C:3]2[C:4]3[CH:18]=[CH:17][S:16][C:5]=3[C:6](=[O:15])[NH:7][C:8]=2[C:9]([CH3:14])=[CH:10][C:11]=1[O:12][CH3:13].[CH3:19][C:20]([C:31]1[CH:36]=[CH:35][C:34](B2OC(C)(C)C(C)(C)O2)=[CH:33][CH:32]=1)([CH3:30])[CH2:21][NH:22][C:23](=[O:29])[O:24][C:25]([CH3:28])([CH3:27])[CH3:26]>>[CH3:13][O:12][C:11]1[CH:10]=[C:9]([CH3:14])[C:8]2[NH:7][C:6](=[O:15])[C:5]3[S:16][CH:17]=[CH:18][C:4]=3[C:3]=2[C:2]=1[C:34]1[CH:33]=[CH:32][C:31]([C:20]([CH3:30])([CH3:19])[CH2:21][NH:22][C:23](=[O:29])[O:24][C:25]([CH3:27])([CH3:26])[CH3:28])=[CH:36][CH:35]=1. Reported procedure: Following General Procedure B, 9-bromo-8-methoxy-6-methylthieno[2,3-c]quinolin-4(5H)-one (200 mg, 0.62 mmol) was reacted with tert-butyl 2-methyl-2-(4-(4,4,5,5-tetramethyl-1,3,2-dioxaborolan-2-yl)phenyl)propylcarbamate (350 mg, 0.93 mmol) to afford the desired product (95 mg, 62%) as a brown solid: ESI MS m/z 493 [C28H32N2O4S+H]+. Starting materials: [O-2].[Tb+3].[O-2].[O-2].[Tb+3] (Terbium oxide), [N+](=O)(O)[O-] (nitric acid). Yields the product [N+](=O)([O-])[O-].[Tb+3].[N+](=O)([O-])[O-].[N+](=O)([O-])[O-] (terbium nitrate). As a reaction SMILES: [O-2].[Tb+3:2].[O-2].[O-2].[Tb+3].[N+:6]([O-:9])([OH:8])=[O:7]>>[N+:6]([O-:9])([O-:8])=[O:7].[Tb+3:2].[N+:6]([O-:9])([O-:8])=[O:7].[N+:6]([O-:9])([O-:8])=[O:7] |f:0.1.2.3.4,6.7.8.9|. Reported procedure: The lanthanum and terbium raw materials may be lanthanum oxide and terbium oxide. Lanthanum oxide is added to concentrated nitric acid to form lanthanum nitrate, which is then preferably diluted. Terbium oxide is added to concentrated nitric acid to form terbium nitrate solution, which is then preferably diluted. The diluted lanthanum nitrate solution and the diluted terbium nitrate solution are then combined to form a single rare earth solution. Hydrated cerium nitrate is then added to the rare... Starting materials: ClC=1C(C(=C(C(C1Cl)=O)C#N)C#N)=O (2,3-dichloro-5,6-dicyano-1,4-benzoquinone), solution, [Li]C(C)(C)C (tBuLi), FC1=CC=C(C=C1)NC=1SC=CN1 (N-(4-fluorophenyl)thiazol-2-amine), solution, O=C1C(O)=C([O-])[C@H](O1)[C@@H](O)CO.[Na+] (sodium ascorbate), BrC=1C=NC(=NC1)Cl (5-bromo-2-chloropyrimidine). Solvent: CO (MeOH), O (water), CCCCCCC (heptane), C1CCOC1 (THF). Conditions: temperature 0 celsius, time 30 minute. Product: BrC=1C(=NC(=NC1)Cl)C1=CN=C(S1)NC1=CC=C(C=C1)F (5-(5-Bromo-2-chloropyrimidin-4-yl)-N-(4-fluorophenyl)thiazol-2-amine). RXN SMILES: [Li]C(C)(C)C.[F:6][C:7]1[CH:12]=[CH:11][C:10]([NH:13][C:14]2[S:15][CH:16]=[CH:17][N:18]=2)=[CH:9][CH:8]=1.[Br:19][C:20]1[CH:21]=[N:22][C:23]([Cl:26])=[N:24][CH:25]=1.ClC1C(=O)C(C#N)=C(C#N)C(=O)C=1Cl.O=C1O[C@H]([C@H](CO)O)C([O-])=C1O.[Na+]>CCCCCCC.C1COCC1.O.CO>[Br:19][C:20]1[C:21]([C:16]2[S:15][C:14]([NH:13][C:10]3[CH:9]=[CH:8][C:7]([F:6])=[CH:12][CH:11]=3)=[N:18][CH:17]=2)=[N:22][C:23]([Cl:26])=[N:24][CH:25]=1 |f:4.5|. Reported procedure: 8.1 mL (12 mmol) of a 1.5 M solution of tBuLi in heptane was added to a stirred solution of 1.1 g (5.5 mmol) of N-(4-fluorophenyl)thiazol-2-amine in 20 mL of THF at −20° C. The solution was stirred for 30 min and then cooled to −78° C. before 1.3 g (6.6 mmol) of 5-bromo-2-chloropyrimidine was added. The reaction solution was stirred for 30 min at −78° C., then quenched by addition of 0.2 mL of AcOH in 1 mL of MeOH. Solid 2,3-dichloro-5,6-dicyano-1,4-benzoquinone (10.4 g, 46 mmol) and 5 mL of MeO... Reactants: CCc1cc(-c2noc(-c3cc(C)nc(CC(C)C)c3)n2)cc(C)c1O, CC(C)O, OCC(O)CCl, [Na+], [OH-]. The product is CCc1cc(-c2noc(-c3cc(C)nc(CC(C)C)c3)n2)cc(C)c1OCC(O)CO. RXN SMILES: [CH2:1]([CH3:2])[c:3]1[c:4]([OH:26])[c:5]([CH3:25])[cH:6][c:7](-[c:9]2[n:10][o:11][c:12](-[c:14]3[cH:15][c:16]([CH2:21][CH:22]([CH3:23])[CH3:24])[n:17][c:18]([CH3:20])[cH:19]3)[n:13]2)[cH:8]1.[CH:33]([OH:34])([CH3:35])[CH3:36].[Cl:27][CH2:28][CH:29]([CH2:30][OH:31])[OH:32].[Na+:38].[OH-:37]>>[CH2:1]([CH3:2])[c:3]1[c:4]([O:26][CH2:28][CH:29]([CH2:30][OH:31])[OH:32])[c:5]([CH3:25])[cH:6][c:7](-[c:9]2[n:10][o:11][c:12](-[c:14]3[cH:15][c:16]([CH2:21][CH:22]([CH3:23])[CH3:24])[n:17][c:18]([CH3:20])[cH:19]3)[n:13]2)[cH:8]1. The reactants are Cl, NCCC(=O)Cl, CC1CC(=O)NN=C1c1ccc(N)cc1, [Na+], C1CCOC1, [OH-], O. Product: CC1CC(=O)NN=C1c1ccc(NC(=O)CCN)cc1. RXN SMILES: [ClH:16].[NH2:17][CH2:18][CH2:19][C:20](=[O:21])[Cl:22].[NH2:1][c:2]1[cH:3][cH:4][c:5]([C:8]2=[N:13][NH:12][C:11](=[O:14])[CH2:10][CH:9]2[CH3:15])[cH:6][cH:7]1.[Na+:25].[O:26]1[CH2:27][CH2:28][CH2:29][CH2:30]1.[OH-:24].[OH2:23]>>[NH:1]([c:2]1[cH:3][cH:4][c:5]([C:8]2=[N:13][NH:12][C:11](=[O:14])[CH2:10][CH:9]2[CH3:15])[cH:6][cH:7]1)[C:20]([CH2:19][CH2:18][NH2:17])=[O:21]. Starting materials: Cl (hydrochloric acid), OCCNC(C(C(CN1N=CN=C1)(O)C1=C(C=C(C=C1)F)F)(F)F)=O (N-(2-hydroxyethyl)-3-(2,4-difluorophenyl)-2,2-difluoro-3-hydroxy-4-(1H-1,2,4-triazol-1-yl)butanamide), C1(=CC=CC=C1)P(C1=CC=CC=C1)C1=CC=CC=C1 (triphenylphosphine), N(=NC(=O)OCC)C(=O)OCC (diethyl azodicarboxylate). Run in O (water), O1CCCC1 (tetrahydrofuran), C(C)(=O)OCC (ethyl acetate). Yields the product N1(CC1)C(=O)C(C(CN1N=CN=C1)(O)C1=C(C=C(C=C1)F)F)(F)F (1-aziridinylcarbonyl-2-(2,4-difluorophenyl)-1,1-difluoro-2-hydroxy-3-(1H-1,2,4-triazol-1-yl)propane). The yield is 38.0%. Reaction SMILES: O[CH2:2][CH2:3][NH:4][C:5](=[O:25])[C:6]([F:24])([F:23])[C:7]([C:15]1[CH:20]=[CH:19][C:18]([F:21])=[CH:17][C:16]=1[F:22])([OH:14])[CH2:8][N:9]1[CH:13]=[N:12][CH:11]=[N:10]1.C1(P(C2C=CC=CC=2)C2C=CC=CC=2)C=CC=CC=1.N(C(OCC)=O)=NC(OCC)=O.Cl>O.C(OCC)(=O)C.O1CCCC1>[N:4]1([C:5]([C:6]([F:24])([F:23])[C:7]([C:15]2[CH:20]=[CH:19][C:18]([F:21])=[CH:17][C:16]=2[F:22])([OH:14])[CH2:8][N:9]2[CH:13]=[N:12][CH:11]=[N:10]2)=[O:25])[CH2:3][CH2:2]1. Procedure: To 10 ml of dried tetrahydrofuran were added 0.36 g of N-(2-hydroxyethyl)-3-(2,4-difluorophenyl)-2,2-difluoro-3-hydroxy-4-(1H-1,2,4-triazol-1-yl)butanamide, 0.39 g of triphenylphosphine and 0.26 g of diethyl azodicarboxylate. The resulting mixture was subjected to reaction at 20°-25° C. for 12 hours. The reaction mixture was introduced into a mixed solvent consisting of 20 ml of ethyl acetate and 10 ml of water. The resulting solution was adjusted to pH 2.0 with 6N hydrochloric acid. The organic... Starting materials: O=C1Cc2ccccc2C(=O)O1, C1CCOC1, CN. Product: CNC(=O)Cc1ccccc1C(=O)O. Reaction SMILES: [C:3]1(=[O:14])[O:4][C:5](=[O:13])[CH2:6][c:7]2[cH:8][cH:9][cH:10][cH:11][c:12]21.[CH2:15]1[O:16][CH2:17][CH2:18][CH2:19]1.[CH3:1][NH2:2]>>[CH3:1][NH:2][C:5]([CH2:6][c:7]1[cH:8][cH:9][cH:10][cH:11][c:12]1[C:3]([OH:4])=[O:14])=[O:13]. Reactants: C(C)(=O)N1CC2=C(C(=CC=C2[C@@H](C1)C1=CC(=C(C=C1)O)O)O)O ((S)-(+)-N-acetyl-7,8-dihydroxy-4-(3,4-dihydroxyphenyl)-1,2,3,4-tetrahydroisoquinoline), Cl (hydrochloric acid). Solvent: C(C)O (ethanol). Product: O.Cl.OC1=CC=C2[C@H](CNCC2=C1O)C1=CC(=C(C=C1)O)O ((R)-(+)-7,8-dihydroxy-4-(3,4-dihydroxyphenyl)-1,2,3,4-tetrahydroisoquinoline hydrochloride monohydrate). RXN SMILES: C([N:4]1[CH2:13][C@@H:12]([C:14]2[CH:19]=[CH:18][C:17]([OH:20])=[C:16]([OH:21])[CH:15]=2)[C:11]2[C:6](=[C:7]([OH:23])[C:8]([OH:22])=[CH:9][CH:10]=2)[CH2:5]1)(=[O:3])C.[ClH:24]>C(O)C>[OH2:3].[ClH:24].[OH:22][C:8]1[C:7]([OH:23])=[C:6]2[C:11]([C@@H:12]([C:14]3[CH:19]=[CH:18][C:17]([OH:20])=[C:16]([OH:21])[CH:15]=3)[CH2:13][NH:4][CH2:5]2)=[CH:10][CH:9]=1 |f:3.4.5|. Procedure details: (i) to 1.15 g of (R)-(-)-N-acetyl-7,8-dihydroxy-4-(3,4-dihydroxyphenyl)-1,2,3,4-tetrahydroisoquinoline 1/4 hydrate were added 9 ml of 3N hydrochloric acid and 9 ml of ethanol, and the mixture was heated under an argon gas stream for 24 hours. After the reaction solution was cooled, the crystals which separated out were collected by filtration, affording 1.09 g of (R)-(+)-7,8-dihydroxy-4-(3,4-dihydroxyphenyl)-1,2,3,4-tetrahydroisoquinoline hydrochloride monohydrate. [α]D20 =+15° (C=1, CH3OH)